This data is from the Open Reaction Database (ORD), a public repository of structured organic reaction records. The task is: describe an organic reaction: reactants, conditions, products, and yield Reactants: O (water), OC(C1=CC=C(C=C1)C(=O)OC)C1=CC=CC=C1 (methyl α-hydroxy-α-phenyl-p-toluate), CN(CCCl)C (2-dimethylaminoethyl chloride), [H-].[Na+] (sodium hydride). Run in CN(C=O)C (N,N-dimethylformamide). Reaction conditions: time 1 hour. The product is CN(CCOC(C1=CC=C(C=C1)C(=O)OC)C1=CC=CC=C1)C (methyl α-(2-dimethylaminoethoxy)-α-phenyl-p-toluate). The yield is 8.8%. As a reaction SMILES: [OH:1][CH:2]([C:13]1[CH:18]=[CH:17][CH:16]=[CH:15][CH:14]=1)[C:3]1[CH:8]=[CH:7][C:6]([C:9]([O:11][CH3:12])=[O:10])=[CH:5][CH:4]=1.[H-].[Na+].[CH3:21][N:22]([CH3:26])[CH2:23][CH2:24]Cl.O>CN(C)C=O>[CH3:21][N:22]([CH3:26])[CH2:23][CH2:24][O:1][CH:2]([C:13]1[CH:14]=[CH:15][CH:16]=[CH:17][CH:18]=1)[C:3]1[CH:4]=[CH:5][C:6]([C:9]([O:11][CH3:12])=[O:10])=[CH:7][CH:8]=1 |f:1.2|. Reported procedure: 4.66 g (19.23 mmol) of methyl α-hydroxy-α-phenyl-p-toluate was dissolved in 50 ml of N,N-dimethylformamide. 0.77 g (19.23 mmol) of 60% sodium hydride was added thereto and the mixture was stirred at room temperature for 1 hour. 3.10 g (28.85 mmol) of 2-dimethylaminoethyl chloride was added thereto and the mixture was heated at 80° C. for 2.5 hours. After the reaction mixture was cooled and poured into water, the obtained mixture was extracted twice with ethyl acetate and the extract was washed w... Starting materials: CO (MeOH), C1(=CC=CC=C1)COC1=C(C=C(C=C1)C(C)=O)[N+](=O)[O-] (1-[4-phenylmethoxy-3-nitrophenyl]ethanone). Reagents/catalysts: O=[Pt]=O (PtO2). Run in CC(C)O (i-PrOH). Reaction conditions: time 8 hour. The product is 57.4, C1(=CC=CC=C1)COC1=C(C=C(C=C1)C(C)=O)N (1-[4-Phenylmethoxy-3-aminophenyl]ethanone). Yield: 84.0%. Reaction SMILES: CO.[C:3]1([CH2:9][O:10][C:11]2[CH:16]=[CH:15][C:14]([C:17](=[O:19])[CH3:18])=[CH:13][C:12]=2[N+:20]([O-])=O)[CH:8]=[CH:7][CH:6]=[CH:5][CH:4]=1>O=[Pt]=O.CC(O)C>[C:3]1([CH2:9][O:10][C:11]2[CH:16]=[CH:15][C:14]([C:17](=[O:19])[CH3:18])=[CH:13][C:12]=2[NH2:20])[CH:8]=[CH:7][CH:6]=[CH:5][CH:4]=1. Procedure: A mechanically stirred MeOH (3.8 L) suspension containing 1-[4-phenylmethoxy-3-nitrophenyl]ethanone (76.5 g, 282 mmol) was degassed with argon for 40 minutes at ~10° C. prior to addition of PtO2 (2.34 g, 10 mmol). Hydrogen was sparged into the reaction mixture at 8° C. to 10° C. via a subsurface gas inlet. After 8 hours, the completed reaction was degassed with Ar while being warmed to ~15° C., diluted with CHCl3 (250 mL) and filtered. The filtrate was stripped to give 70 g crude product which, ... The reactants are Cl.CC1N(CCCC1)C1=C(C=C(C(=O)OC)C=C1)C(F)(F)F (methyl 4-(2-methylpiperidin-1-yl)-3-(trifluoromethyl)benzoate. Hydrochloride salt). Solvent: Cl (HCl). The product is CC1N(CCCC1)C1=C(C=C(C(=O)O)C=C1)C(F)(F)F (4-(2-methylpiperidin-1-yl)-3-(trifluoromethyl)benzoic acid). Yield: 84.7%. As a reaction SMILES: Cl.[CH3:2][CH:3]1[CH2:8][CH2:7][CH2:6][CH2:5][N:4]1[C:9]1[CH:18]=[CH:17][C:12]([C:13]([O:15]C)=[O:14])=[CH:11][C:10]=1[C:19]([F:22])([F:21])[F:20]>Cl>[CH3:2][CH:3]1[CH2:8][CH2:7][CH2:6][CH2:5][N:4]1[C:9]1[CH:18]=[CH:17][C:12]([C:13]([OH:15])=[O:14])=[CH:11][C:10]=1[C:19]([F:21])([F:20])[F:22] |f:0.1|. Procedure: A solution of methyl 4-(2-methylpiperidin-1-yl)-3-(trifluoromethyl)benzoate. Hydrochloride salt (25 g, 74 mmol) in HCl 4M (200 mL) was stirred at 100° C. for 16 hours. After cooling to room temperature, the precipitate was filtered off and dried under vacuum to afford the title compound (18 g, 85%) of as a white solid. Starting materials: C(C)(=O)C1=CC(=C(C=C1)NC(=O)C=1N(C=C(N1)C#N)COCC[Si](C)(C)C)C1=CCCCC1 (4-cyano-1-(2-trimethylsilanyl-ethoxymethyl)-1H-imidazole-2-carboxylic acid (4-acetyl-2-cyclohex-1-enyl-phenyl)-amide), C(C)(O)O (ethanediol), C1(=CC=C(C=C1)S(=O)(=O)O)C (p-toluenesulfonic acid). Solvent: C1=CC=CC=C1 (benzene), CCOC(=O)C (EtOAc). Yields the product C1(=CCCCC1)C1=C(C=CC(=C1)C1(OCCO1)C)NC(=O)C=1N(C=C(N1)C#N)COCC[Si](C)(C)C (4-Cyano-1-(2-trimethylsilanyl-ethoxymethyl)-1H-imidazole-2-carboxylic acid [2-cyclohex-1-enyl-4-(2-methyl-[1,3]dioxolan-2-yl)-phenyl]-amide). Isolated yield 68.0%. As a reaction SMILES: [C:1]([C:4]1[CH:9]=[CH:8][C:7]([NH:10][C:11]([C:13]2[N:14]([CH2:20][O:21][CH2:22][CH2:23][Si:24]([CH3:27])([CH3:26])[CH3:25])[CH:15]=[C:16]([C:18]#[N:19])[N:17]=2)=[O:12])=[C:6]([C:28]2[CH2:33][CH2:32][CH2:31][CH2:30][CH:29]=2)[CH:5]=1)(=[O:3])[CH3:2].[CH:34](O)([OH:36])[CH3:35].C1(C)C=CC(S(O)(=O)=O)=CC=1>C1C=CC=CC=1.CCOC(C)=O>[C:28]1([C:6]2[CH:5]=[C:4]([C:1]3([CH3:2])[O:36][CH2:34][CH2:35][O:3]3)[CH:9]=[CH:8][C:7]=2[NH:10][C:11]([C:13]2[N:14]([CH2:20][O:21][CH2:22][CH2:23][Si:24]([CH3:26])([CH3:27])[CH3:25])[CH:15]=[C:16]([C:18]#[N:19])[N:17]=2)=[O:12])[CH2:33][CH2:32][CH2:31][CH2:30][CH:29]=1. Reported procedure: A solution of 4-cyano-1-(2-trimethylsilanyl-ethoxymethyl)-1H-imidazole-2-carboxylic acid (4-acetyl-2-cyclohex-1-enyl-phenyl)-amide (as prepared in the previous step, 135 mg, 0.290 mmol), ethanediol (363 mg, 5.80 mmol) and catalytic p-toluenesulfonic acid (PTSA) in 21 mL of benzene were heated at reflux under Dean-Stark conditions for 4 h. The reaction was diluted with EtOAc (25 mL), washed with water (3×20 mL), dried (Na2SO4), and concentrated in vacuo. Purification of the residue using preparat... Starting materials: NC1=C(C=CC(=C1)CCCCCC)S(=O)(=O)N (2-amino-4-hexylbenzenesulfonamide), C(C)(C)N=C=S (isopropyl isothiocyanate), NC1=C(C=CC(=C1)CCCCCC)S(=O)(=O)NC(=S)NC(C)C (N-(2-amino-4-hexylbenzenesulfonyl)-N′-isopropylthiourea). The product is C(CCCCC)C=1C=CC2=C(NC(=NS2(=O)=O)NC(C)C)C1 (6-Hexyl-3-isopropylamino-4H-1,2,4-benzothiadiazine 1,1-dioxide). RXN SMILES: NC1C=C(CCCCCC)C=CC=1S(N)(=O)=O.C(N=C=S)(C)C.[NH2:24][C:25]1[CH:30]=[C:29]([CH2:31][CH2:32][CH2:33][CH2:34][CH2:35][CH3:36])[CH:28]=[CH:27][C:26]=1[S:37]([NH:40][C:41]([NH:43][CH:44]([CH3:46])[CH3:45])=S)(=[O:39])=[O:38]>>[CH2:31]([C:29]1[CH:28]=[CH:27][C:26]2[S:37](=[O:39])(=[O:38])[N:40]=[C:41]([NH:43][CH:44]([CH3:46])[CH3:45])[NH:24][C:25]=2[CH:30]=1)[CH2:32][CH2:33][CH2:34][CH2:35][CH3:36]. Reported procedure: Starting from 2-amino-4-hexylbenzenesulfonamide and isopropyl isothiocyanate, and following a procedure analogous to the one described in Example 4a, N-(2-amino-4-hexylbenzenesulfonyl)-N′-isopropylthiourea was prepared. The crude product was obtained as an oil and used without purification. Subsequent ring closure with phosgene by a procedure analogous to the one described in Example 4b gave the title compound; m.p. 319-321° C. Starting materials: CO, CC(C)c1ccc(CCl)cc1, c1ccc(P(c2ccccc2)c2ccccc2)cc1. Yields the product [Cl-], CC(C)c1ccc(C[P+](c2ccccc2)(c2ccccc2)c2ccccc2)cc1. As a reaction SMILES: [CH3:31][OH:32].[CH:20]([CH3:21])([CH3:22])[c:23]1[cH:24][cH:25][c:26]([CH2:27][Cl:28])[cH:29][cH:30]1.[c:1]1([P:7]([c:8]2[cH:9][cH:10][cH:11][cH:12][cH:13]2)[c:14]2[cH:15][cH:16][cH:17][cH:18][cH:19]2)[cH:2][cH:3][cH:4][cH:5][cH:6]1>>[Cl-:28].[c:1]1([P+:7]([c:8]2[cH:9][cH:10][cH:11][cH:12][cH:13]2)([c:14]2[cH:15][cH:16][cH:17][cH:18][cH:19]2)[CH2:27][c:26]2[cH:25][cH:24][c:23]([CH:20]([CH3:21])[CH3:22])[cH:30][cH:29]2)[cH:2][cH:3][cH:4][cH:5][cH:6]1. Reaction conditions: time 8 hour. Procedure: Using General Procedure E; benzyl-[1-(4-trimethylsilanylethynyl-phenyl)-cyclopropyl]-methylamine (Intermediate 131, 80.0 mg, 0.24 mmol) in methanol (5 mL) was treated with potassium carbonate (80.0 mg, 0.59 mmol) and stirred overnight at ambient temperature. The crude alkyne (60 mg, 99%) was used directly in the next reaction. Reactants: alkyne, C(C1=CC=CC=C1)N(C)C1(CC1)C1=CC=C(C=C1)C#C[Si](C)(C)C (benzyl-[1-(4-trimethylsilanylethynyl-phenyl)-cyclopropyl]-methylamine), C(C1=CC=CC=C1)N(C)C1(CC1)C1=CC=C(C=C1)C#C[Si](C)(C)C (benzyl-[1-(4-trimethylsilanylethynyl-phenyl)-cyclopropyl]-methylamine), C([O-])([O-])=O.[K+].[K+] (potassium carbonate). Solvent: CO (methanol). Reaction SMILES: [CH2:1]([N:8]([C:10]1([C:13]2[CH:18]=[CH:17][C:16]([C:19]#[C:20][Si](C)(C)C)=[CH:15][CH:14]=2)[CH2:12][CH2:11]1)[CH3:9])[C:2]1[CH:7]=[CH:6][CH:5]=[CH:4][CH:3]=1.C(=O)([O-])[O-].[K+].[K+]>CO>[CH2:1]([N:8]([C:10]1([C:13]2[CH:14]=[CH:15][C:16]([C:19]#[CH:20])=[CH:17][CH:18]=2)[CH2:12][CH2:11]1)[CH3:9])[C:2]1[CH:3]=[CH:4][CH:5]=[CH:6][CH:7]=1 |f:1.2.3|. The product is C(C1=CC=CC=C1)N(C)C1(CC1)C1=CC=C(C=C1)C#C (Benzyl-[1-(4-ethynylphenyl)-cyclopropyl]-methylamine). Reactants: Br, CCc1c(F)ccc(C(C)=O)c1Cl, [Na+], C1COCCO1, [OH-], O. The product is CCc1c(F)ccc(C(=O)O)c1Cl. As a reaction SMILES: [Br:1].[Cl:4][c:5]1[c:6]([C:14]([CH3:15])=[O:16])[cH:7][cH:8][c:9]([F:13])[c:10]1[CH2:11][CH3:12].[Na+:3].[O:18]1[CH2:19][CH2:20][O:21][CH2:22][CH2:23]1.[OH-:2].[OH2:17]>>[O:2]=[C:14]([c:6]1[c:5]([Cl:4])[c:10]([CH2:11][CH3:12])[c:9]([F:13])[cH:8][cH:7]1)[OH:16].